Dataset: the Open Reaction Database (ORD), a public repository of structured organic reaction records. Task: describe an organic reaction: reactants, conditions, products, and yield Yields the product NC=1C=C(COC=2C=CC=3C4=C(C(=NC3C2)N)N=C(N4CC(C)C)COCC)C=CC1 (7-(3-aminobenzyloxy)-2-ethoxymethyl-1-(2-methylpropyl)-1H-imidazo[4,5-c]quinolin-4-amine). As a reaction SMILES: [CH2:1]([O:3][CH2:4][C:5]1[N:6]([CH2:30][CH:31]([CH3:33])[CH3:32])[C:7]2[C:16]3[CH:15]=[CH:14][C:13]([O:17][CH2:18][C:19]4[CH:24]=[CH:23][CH:22]=[C:21]([N+:25]([O-])=O)[CH:20]=4)=[CH:12][C:11]=3[N:10]=[C:9]([NH2:28])[C:8]=2[N:29]=1)[CH3:2].C(#N)C>[Pt].CO>[NH2:25][C:21]1[CH:20]=[C:19]([CH:24]=[CH:23][CH:22]=1)[CH2:18][O:17][C:13]1[CH:14]=[CH:15][C:16]2[C:7]3[N:6]([CH2:30][CH:31]([CH3:33])[CH3:32])[C:5]([CH2:4][O:3][CH2:1][CH3:2])=[N:29][C:8]=3[C:9]([NH2:28])=[N:10][C:11]=2[CH:12]=1. The yield is 9.8%. Procedure: 2-Ethoxymethyl-1-(2-methylpropyl)-7-(3-nitrobenzyloxy)-1H-imidazo[4,5-c]quinolin-4-amine (980 mg, 2.2 mmol), prepared as described in Example 27, was mixed with acetonitrile (30 mL), and 5% platinum on carbon (˜25 mg) was added. The reaction was placed under hydrogen pressure (50 psi, 3.4×105 Pa) overnight. An analysis by liquid chromatography/mass spectrometry (LC/MS) indicated the presence of starting material; additional 5% platinum on carbon (˜25 mg) was added. The reaction was placed under ... The reactants are C(C)OCC=1N(C2=C(C(=NC=3C=C(C=CC23)OCC2=CC(=CC=C2)[N+](=O)[O-])N)N1)CC(C)C (2-Ethoxymethyl-1-(2-methylpropyl)-7-(3-nitrobenzyloxy)-1H-imidazo[4,5-c]quinolin-4-amine), C(C)#N (acetonitrile). Solvent: CO (methanol). The reagents and catalysts are [Pt] (platinum on carbon), [Pt] (platinum on carbon), [Pt] (platinum on carbon). Reactants: C(C)OC(OCC)OCC (Triethylorthoformate), NC1=C(C(=O)NC2=C(C=CC(=C2)C(=O)NC2CC2)C)C=CC(=C1)N1CCN(CC1)C (2-amino-N-{5-[(cyclopropylamino)carbonyl]-2-methylphenyl}-4-(4-methylpiperazin-1-yl)benzamide), C([O-])(O)=O.[Na+] (sodium bicarbonate), Cl (HCl). Solvent: C(C)O (ethanol), C(C)(=O)O (acetic acid). Reaction conditions: temperature 90 celsius, time 16 hour. Yields the product C1(CC1)NC(C1=CC(=C(C=C1)C)N1C=NC2=CC(=CC=C2C1=O)N1CCN(CC1)C)=O (N-cyclopropyl-4-methyl-3-[7-(4-methylpiperazin-1-yl)-4-oxoquinazolin-3(4H)-yl]benzamide). Reaction SMILES: [CH2:1](OC(OCC)OCC)C.[NH2:11][C:12]1[CH:33]=[C:32]([N:34]2[CH2:39][CH2:38][N:37]([CH3:40])[CH2:36][CH2:35]2)[CH:31]=[CH:30][C:13]=1[C:14]([NH:16][C:17]1[CH:22]=[C:21]([C:23]([NH:25][CH:26]2[CH2:28][CH2:27]2)=[O:24])[CH:20]=[CH:19][C:18]=1[CH3:29])=[O:15].Cl.C(=O)(O)[O-].[Na+]>C(O)C.C(O)(=O)C>[CH:26]1([NH:25][C:23](=[O:24])[C:21]2[CH:20]=[CH:19][C:18]([CH3:29])=[C:17]([N:16]3[C:14](=[O:15])[C:13]4[C:12](=[CH:33][C:32]([N:34]5[CH2:35][CH2:36][N:37]([CH3:40])[CH2:38][CH2:39]5)=[CH:31][CH:30]=4)[N:11]=[CH:1]3)[CH:22]=2)[CH2:28][CH2:27]1 |f:3.4|. Reported procedure: Triethylorthoformate (0.18 ml) was added to a stirred mixture of 2-amino-N-{5-[(cyclopropylamino)carbonyl]-2-methylphenyl}-4-(4-methylpiperazin-1-yl)benzamide (0.152 g) and glacial acetic acid (0.011 ml) in ethanol (30 ml). The mixture was heated to 90° C. and stirred for 16 hours. To the mixture was added 1N HCl (1 ml) and heated to 90° C. for 2 hours. The reaction mixture was made basic with sodium bicarbonate and evaporated, dissolved in ethyl acetate and washed with water. The organic phase ... Starting materials: C(C)(C)(C)OC(=O)N1CCC(CC1)=O (4-oxo-piperidine-1-carboxylic acid tert-butyl ester), C(C)(C)(C)OC(N(C)C)N(C)C (tert-butoxybis(dimethylamino)methane). Run in O (water), CN(C=O)C (dimethylformamide). Product: C(C)(C)(C)OC(=O)N1CC(C(CC1)=O)=CN(C)C (3-Dimethylaminomethylene-4-oxo-piperidine-1-carboxylic acid tert-butyl ester). Yield: 72.0%. RXN SMILES: [C:1]([O:5][C:6]([N:8]1[CH2:13][CH2:12][C:11](=[O:14])[CH2:10][CH2:9]1)=[O:7])([CH3:4])([CH3:3])[CH3:2].C(O[CH:20](N(C)C)[N:21]([CH3:23])[CH3:22])(C)(C)C>CN(C)C=O.O>[C:1]([O:5][C:6]([N:8]1[CH2:9][CH2:10][C:11](=[O:14])[C:12](=[CH:20][N:21]([CH3:23])[CH3:22])[CH2:13]1)=[O:7])([CH3:4])([CH3:2])[CH3:3]. Procedure details: To a solution of 4-oxo-piperidine-1-carboxylic acid tert-butyl ester (prepared according to the method of Example 101, Step A, 4.0 g, 20.0 mmol) in dimethylformamide (40 mL) was added tert-butoxybis(dimethylamino)methane (4.35 mL, 22 mmol). This mixture was stirred at reflux for 15 h, cooled to room temperature, diluted with water, and extracted with ethyl acetate (5×). The combined organic extracts were washed with water (3×) and brine (1×), dried over sodium sulfate, filtered, and evaporated t... Reactants: CNCCNC(=O)C1=NC(=C(N=C1N)N)Cl (3,5-Diamino-6-chloro-pyrazine-2-carboxylic acid (2-methylamino-ethyl)-amide), CNCCNC(=O)C1=NC(=C(N=C1N)N)Cl (3,5-Diamino-6-chloro-pyrazine-2-carboxylic acid (2-methylamino-ethyl)-amide), C(=O)(OC(C)(C)C)NCCCCBr (4-(Boc-amino)butyl bromide), C([O-])([O-])=O.[Na+].[Na+] (sodium carbonate). Run in CN(C)C=O (DMF). RXN SMILES: [CH3:1][NH:2][CH2:3][CH2:4][NH:5][C:6]([C:8]1[C:13]([NH2:14])=[N:12][C:11]([NH2:15])=[C:10]([Cl:16])[N:9]=1)=[O:7].[C:17]([NH:24][CH2:25][CH2:26][CH2:27][CH2:28]Br)([O:19][C:20]([CH3:23])([CH3:22])[CH3:21])=[O:18].C(=O)([O-])[O-].[Na+].[Na+]>CN(C=O)C>[C:20]([O:19][C:17](=[O:18])[NH:24][CH2:25][CH2:26][CH2:27][CH2:28][N:2]([CH2:3][CH2:4][NH:5][C:6]([C:8]1[C:13]([NH2:14])=[N:12][C:11]([NH2:15])=[C:10]([Cl:16])[N:9]=1)=[O:7])[CH3:1])([CH3:23])([CH3:22])[CH3:21] |f:2.3.4|. Procedure details: To a mixture comprising 3,5-diamino-6-chloro-pyrazine-2-carboxylic acid (2-methylamino-ethyl)-amide (Intermediate E) (0.5 g, 2.0 mmol) and 4-(Boc-amino)butyl bromide (0.8 g, 3.1 mmol) in DMF (5 mL) is added sodium carbonate (0.4 g, 4.0 mmol). The resulting mixture is heated at reflux for 3 h and then allowed to cool to RT, filtered and concentrated in vacuo. The crude product is dissolved in DCM and filtered to remove any undissolved impurities. The filtrate is concentrated in vacuo to yield the... The product is C(C)(C)(C)OC(NCCCCN(C)CCNC(=O)C1=NC(=C(N=C1N)N)Cl)=O ([4-({2-[(3,5-Diamino-6-chloro-pyrazine-2-carbonyl)-amino]-ethyl}-methyl-amino)-butyl]-carbamic acid tert-butyl ester). The reactants are CC=1SC=CC1C1CCN(CC1)C(=O)OC(C)(C)C (tert-butyl 4-(2-methylthiophen-3-yl)piperidine-1-carboxylate), C1CC(=O)N(C1=O)Br (NBS). Solvent: C(C)#N (acetonitrile). Run at time 10 minute. Product: BrC1=CC(=C(S1)C)C1CCN(CC1)C(=O)OC(C)(C)C (tert-butyl 4-(5-bromo-2-methylthiophen-3-yl)piperidine-1-carboxylate). Isolated yield 57.0%. RXN SMILES: [CH3:1][C:2]1[S:3][CH:4]=[CH:5][C:6]=1[CH:7]1[CH2:12][CH2:11][N:10]([C:13]([O:15][C:16]([CH3:19])([CH3:18])[CH3:17])=[O:14])[CH2:9][CH2:8]1.C1C(=O)N([Br:27])C(=O)C1>C(#N)C>[Br:27][C:4]1[S:3][C:2]([CH3:1])=[C:6]([CH:7]2[CH2:8][CH2:9][N:10]([C:13]([O:15][C:16]([CH3:19])([CH3:18])[CH3:17])=[O:14])[CH2:11][CH2:12]2)[CH:5]=1. Procedure: To a solution of Compound 1059 (810 mg; 2.89 mmol) in 15 mL of acetonitrile was added NBS portionwise (505 mg; 2.83 mmol). The reaction mixture was stirred at room temperature for 10 minutes, quenched with saturated Na2SO3 solution, and extracted with EtOAc (3×). The combined organics were dried (Na2SO4), filtered, and concentrated in vacuo to give a crude light yellow semi-solid. The residue was purified by medium pressure silica gel chromatography, eluting with 0-20% EtOAc/hexanes over 25 minu...